From a dataset of the Open Reaction Database (ORD), a public repository of structured organic reaction records. describe an organic reaction: reactants, conditions, products, and yield The reactants are IC1=CC=C(C=C1)CCC(=O)OC (methyl 3-(4-iodophenyl)propanoate), C1(=CC=CC=C1)C#C (phenylacetylene). Yields the product C1(=CC=CC=C1)C#CC1=CC=C(C=C1)CCC(=O)OC (Methyl 3-(4-(phenylethynyl)phenyl)propanoate), brown oil. Yield: 72.0%. As a reaction SMILES: I[C:2]1[CH:7]=[CH:6][C:5]([CH2:8][CH2:9][C:10]([O:12][CH3:13])=[O:11])=[CH:4][CH:3]=1.[C:14]1([C:20]#[CH:21])[CH:19]=[CH:18][CH:17]=[CH:16][CH:15]=1>>[C:14]1([C:20]#[C:21][C:2]2[CH:7]=[CH:6][C:5]([CH2:8][CH2:9][C:10]([O:12][CH3:13])=[O:11])=[CH:4][CH:3]=2)[CH:19]=[CH:18][CH:17]=[CH:16][CH:15]=1. Reported procedure: The title compound was prepared from methyl 3-(4-iodophenyl)propanoate (100 mg, 0.34 mmol) and phenylacetylene (0.04 mL, 0.36 mmol) according to the general procedure IA to give 66 mg (72%) of a brown oil after purification by flash chromatography (SiO2, EtOAc/hexanes, 1:10). Rf: 0.31 (EtOAc:hexanes, 1:5); 1HNMR (CDCl3) δ 7.53-7.50 (m, 2H), 7.47-7.44 (m, 2H), 7.34-7.32 (m, 3H), 7.19-7.16 (m, 2H), 3.66 (s, 3H), 2.98-2.93 (t, 2H, J=7.5 Hz), 2.66-2.61 (t, 2H, J=7.5 Hz); 13CNMR (CDCl3) δ 173.1, 140.... Starting materials: ClC=1C=CC2=C(C(=CC3=C(S2)C=CC=C3)C#CCO)C1 (3-(8-chloro-dibenzo[b,f]thiepin-10-yl)-2-propyn-1-ol), N1=CC=CC=C1 (pyridine), Cl (hydrochloric acid), N1=CC=CC=C1 (pyridine), CS(=O)(=O)Cl (methanesulfonyl chloride). Solvent: CCOCC (ether), CCOCC (ether). Product: S(C)(=O)(=O)OCC#CC1=CC2=C(SC3=C1C=C(C=C3)Cl)C=CC=C2 (3-(8-chloro-dibenzo[b,f]thiepin-10-yl)-2-propyn-1-ol mesylate). Reaction SMILES: [Cl:1][C:2]1[CH:3]=[CH:4][C:5]2[S:11][C:10]3[CH:12]=[CH:13][CH:14]=[CH:15][C:9]=3[CH:8]=[C:7]([C:16]#[C:17][CH2:18][OH:19])[C:6]=2[CH:20]=1.N1C=CC=CC=1.[CH3:27][S:28](Cl)(=[O:30])=[O:29].Cl>CCOCC>[S:28]([O:19][CH2:18][C:17]#[C:16][C:7]1[C:6]2[CH:20]=[C:2]([Cl:1])[CH:3]=[CH:4][C:5]=2[S:11][C:10]2[CH:12]=[CH:13][CH:14]=[CH:15][C:9]=2[CH:8]=1)(=[O:30])(=[O:29])[CH3:27]. Reported procedure: A solution of 6 g. of 3-(8-chloro-dibenzo[b,f]thiepin-10-yl)-2-propyn-1-ol in 50 ml. of pyridine is treated dropwise at -10° C. to 0° C. with 1.7 ml. of methanesulfonyl chloride in 10 ml. of pyridine and stirred at this temperature for 2 hours. After pouring onto ice, acidification with hydrochloric acid and extraction with ether, there is obtained 3-(8-chloro-dibenzo[b,f]thiepin-10-yl)-2-propyn-1-ol mesylate which melts at 100°-102° C. after recrystallizatin from ether. The reactants are BrC=1C(=CC2=C(C1)C=1N=C(SC1C(CO2)(C)O)C(=O)OCC)F (Ethyl 9-bromo-8-fluoro-4-hydroxy-4-methyl-5H-[1]benzoxepino[5,4-d]thiazole-2-carboxylate), C(#C)[C@]1(C(N(CC1)C)=O)O ((3R)-3-ethynyl-3-hydroxy-1-methyl-pyrrolidin-2-one). Yields the product FC1=CC2=C(C=C1C#C[C@]1(C(N(CC1)C)=O)O)C=1N=C(SC1C(CO2)(C)O)C(=O)OCC (ethyl 8-fluoro-4-hydroxy-9-[2-[(3R)-3-hydroxy-1-methyl-2-oxo-pyrrolidin-3-yl]ethynyl]-4-methyl-5H-[1]benzoxepino[5,4-d]thiazole-2-carboxylate). As a reaction SMILES: Br[C:2]1[C:3]([F:23])=[CH:4][C:5]2[O:15][CH2:14][C:13]([OH:17])([CH3:16])[C:12]3[S:11][C:10]([C:18]([O:20][CH2:21][CH3:22])=[O:19])=[N:9][C:8]=3[C:6]=2[CH:7]=1.[C:24]([C@:26]1([OH:33])[CH2:30][CH2:29][N:28]([CH3:31])[C:27]1=[O:32])#[CH:25]>>[F:23][C:3]1[C:2]([C:25]#[C:24][C@:26]2([OH:33])[CH2:30][CH2:29][N:28]([CH3:31])[C:27]2=[O:32])=[CH:7][C:6]2[C:8]3[N:9]=[C:10]([C:18]([O:20][CH2:21][CH3:22])=[O:19])[S:11][C:12]=3[C:13]([OH:17])([CH3:16])[CH2:14][O:15][C:5]=2[CH:4]=1. Procedure: Ethyl 9-bromo-8-fluoro-4-oxo-[1]benzoxepino[5,4-d]thiazole-2-carboxylate (415 mg) was reacted with methylmagnesium bromide similarly to as described in the synthesis of 4-Hydroxy-9-(3-hydroxy-3-methyl-but-1-ynyl)-4-methyl-4,5-dihydro-6-oxa-3-thia-1-aza-benzo{e}azulene-2-carboxylic amide with non-critical modifications to afford ethyl 9-bromo-8-fluoro-4-hydroxy-4-methyl-5H-[1]benzoxepino[5,4-d]thiazole-2-carboxylate. Ethyl 9-bromo-8-fluoro-4-hydroxy-4-methyl-5H-[1]benzoxepino[5,4-d]thiazole-2-car... Starting materials: C1(=CC=CC=C1)C1=C2C(=NC(=NC2=CC=C1)C=1C=C(C=NC1)C(C#N)C)NCC1=NC=CC=C1 (2-(5-(5-phenyl-4-(pyridin-2-ylmethylamino)quinazolin-2-yl)pyridin-3-yl) propanenitrile), [OH-].[Na+] (NaOH), Cl (HCl), O (water). Run in C(C)O.O (ethanol water). Run at temperature 95 celsius. Product: C1(=CC=CC=C1)C1=C2C(=NC(=NC2=CC=C1)C=1C=C(C=NC1)C(C(=O)O)C)NCC1=NC=CC=C1 (racemic 2-(5-(5-phenyl-4-(pyridin-2-ylmethylamino)quinazolin-2-yl)pyridin-3-yl)propanoic acid). Yield: 39.0%. RXN SMILES: [C:1]1([C:7]2[CH:16]=[CH:15][CH:14]=[C:13]3[C:8]=2[C:9]([NH:27][CH2:28][C:29]2[CH:34]=[CH:33][CH:32]=[CH:31][N:30]=2)=[N:10][C:11]([C:17]2[CH:18]=[C:19]([CH:23]([CH3:26])[C:24]#N)[CH:20]=[N:21][CH:22]=2)=[N:12]3)[CH:6]=[CH:5][CH:4]=[CH:3][CH:2]=1.[OH-:35].[Na+].[OH2:37].Cl>C(O)C.O>[C:1]1([C:7]2[CH:16]=[CH:15][CH:14]=[C:13]3[C:8]=2[C:9]([NH:27][CH2:28][C:29]2[CH:34]=[CH:33][CH:32]=[CH:31][N:30]=2)=[N:10][C:11]([C:17]2[CH:18]=[C:19]([CH:23]([CH3:26])[C:24]([OH:37])=[O:35])[CH:20]=[N:21][CH:22]=2)=[N:12]3)[CH:6]=[CH:5][CH:4]=[CH:3][CH:2]=1 |f:1.2,5.6|. Procedure details: To a solution of racemic of 2-(5-(5-phenyl-4-(pyridin-2-ylmethylamino)quinazolin-2-yl)pyridin-3-yl) propanenitrile (0.08 g, 0.18 mmol) in ethanol/water (3:3 mL) was added solid NaOH (52 mg, 1.1 mmol). Upon completion of addition, the reaction mixture was heated at 95° C. for 16 h. After this time, the reaction mixture allowed to cool to RT and then water was added (5 mL). Upon completion of addition, 1.0 N HCl was added to the reaction mixture to adjust the pH to 6-7. Once at the prescribed pH, ... As a reaction SMILES: [Br:34][CH2:35][c:36]1[cH:37][cH:38][cH:39][cH:40][cH:41]1.[F:1][c:2]1[c:3]([OH:27])[cH:4][cH:5][c:6]2[c:11]1[C:10]([CH3:12])([CH3:13])[C:9](=[O:14])[C:8]([C:15](=[O:16])[NH:17][CH2:18][C:19](=[O:20])[O:21][C:22]([CH3:23])([CH3:24])[CH3:25])=[C:7]2[OH:26].[K+:28].[K+:29].[O-:30][C:31]([O-:32])=[O:33]>>[F:1][c:2]1[c:3]([O:27][CH2:35][c:36]2[cH:37][cH:38][cH:39][cH:40][cH:41]2)[cH:4][cH:5][c:6]2[c:11]1[C:10]([CH3:12])([CH3:13])[C:9](=[O:14])[C:8]([C:15](=[O:16])[NH:17][CH2:18][C:19](=[O:20])[O:21][C:22]([CH3:23])([CH3:24])[CH3:25])=[C:7]2[OH:26]. The product is CC(C)(C)OC(=O)CNC(=O)C1=C(O)c2ccc(OCc3ccccc3)c(F)c2C(C)(C)C1=O. Starting materials: BrCc1ccccc1, CC(C)(C)OC(=O)CNC(=O)C1=C(O)c2ccc(O)c(F)c2C(C)(C)C1=O, [K+], [K+], O=C([O-])[O-]. Reactants: S1C=CC=2N=CC=3CNCCC3C21 (6,7,8,9-Tetrahydrothieno[3,2-c]-2,7-naphthyridine), C([O-])([O-])=O.[Cs+].[Cs+] (cesium carbonate), COC(C1=CC(=CC=C1)Br)=O (methyl-3-bromobenzoate), C=1C=CC(=CC1)P(C=2C=CC=CC2)C3=CC=C4C=CC=CC4=C3C5=C6C=CC=CC6=CC=C5P(C=7C=CC=CC7)C=8C=CC=CC8 (BINAP). The reagents and catalysts are C(C)(=O)[O-].[Pd+2].C(C)(=O)[O-] (palladium(II)acetate). Run in C1(=CC=CC=C1)C (toluene). Reaction conditions: temperature 100 celsius, time 18 hour. Product: S1C=CC=2N=CC=3CN(CCC3C21)C=2C=C(C(=O)OC)C=CC2 (Methyl 3-(8,9-dihydrothieno[3,2-c]-2,7-naphthyridin-7(6H)-yl)benzoate). Yield: 69.0%. RXN SMILES: [S:1]1[C:13]2[C:12]3[CH2:11][CH2:10][NH:9][CH2:8][C:7]=3[CH:6]=[N:5][C:4]=2[CH:3]=[CH:2]1.[CH3:14][O:15][C:16](=[O:24])[C:17]1[CH:22]=[CH:21][CH:20]=[C:19](Br)[CH:18]=1.C1C=CC(P(C2C(C3C(P(C4C=CC=CC=4)C4C=CC=CC=4)=CC=C4C=3C=CC=C4)=C3C(C=CC=C3)=CC=2)C2C=CC=CC=2)=CC=1.C(=O)([O-])[O-].[Cs+].[Cs+]>C1(C)C=CC=CC=1.C([O-])(=O)C.[Pd+2].C([O-])(=O)C>[S:1]1[C:13]2[C:12]3[CH2:11][CH2:10][N:9]([C:19]4[CH:18]=[C:17]([CH:22]=[CH:21][CH:20]=4)[C:16]([O:15][CH3:14])=[O:24])[CH2:8][C:7]=3[CH:6]=[N:5][C:4]=2[CH:3]=[CH:2]1 |f:3.4.5,7.8.9|. Procedure details: A mixture of 6,7,8,9-Tetrahydrothieno[3,2-c]-2,7-naphthyridine (3.0 g, 15.77 mmol, prepared as previously described), methyl-3-bromobenzoate (3.90 g, 18.14 mmol), palladium(II)acetate (354 mg, 1.577 mmol), racemic BINAP (982 mg, 1.577 mmol) and cesium carbonate (7.19 g, 22.08 mmol) in toluene (270 ml) was heated at 100° C. with stirring for 18 hours. Upon cooling to room temperature, the insolubles were filtered off (celite) and washed with EtOAc. The washing was combined with the filtrate and c... Starting materials: COC1=CC=CC=2C=C(OC(C21)=O)C(=O)O (8-methoxy-1-oxo-1H-2-benzopyran-3-carboxylic acid), C([O-])(O)=O.[Na+] (sodium bicarbonate). Run in O (water). Reaction conditions: time 0.75 hour. The product is COC1=CC=CC=2C=C(OC(C21)=O)C(=O)[O-].[Na+] (sodium 8-methoxy-1-oxo-1H-2-benzopyran-3-carboxylate). RXN SMILES: [CH3:1][O:2][C:3]1[C:12]2[C:11](=[O:13])[O:10][C:9]([C:14]([OH:16])=[O:15])=[CH:8][C:7]=2[CH:6]=[CH:5][CH:4]=1.C(=O)(O)[O-].[Na+:21]>O>[CH3:1][O:2][C:3]1[C:12]2[C:11](=[O:13])[O:10][C:9]([C:14]([O-:16])=[O:15])=[CH:8][C:7]=2[CH:6]=[CH:5][CH:4]=1.[Na+:21] |f:1.2,4.5|. Procedure details: To a stirred suspension of the carboxylic acid of Example 5 (3.7529 g., 17.05 mM) in 225 ml. of distilled water is added 1.4324 g. (17.05 mM) of sodium bicarbonate. After stirring 0.75 hour, the solution is filtered and freeze-dried to give a pale green solid. The solid is dried at 100° under vacuum for four hours to give sodium 8-methoxy-1-oxo-1H-2-benzopyran-3-carboxylate as a pale green solid, m.p. 244°.